The task is: describe an organic reaction: reactants, conditions, products, and yield. This data is from the Open Reaction Database (ORD), a public repository of structured organic reaction records. Reaction SMILES: [Br:1][CH:2]1[CH:3]([OH:11])[c:4]2[cH:5][cH:6][cH:7][cH:8][c:9]2[CH2:10]1.[CH3:23][c:24]1[cH:25][cH:26][cH:27][cH:28][cH:29]1.[c:12]1([CH3:13])[c:14]([S:15]([OH:16])(=[O:17])=[O:18])[cH:19][cH:20][cH:21][cH:22]1>>[Br:1][C:2]1=[CH:3][c:4]2[cH:5][cH:6][cH:7][cH:8][c:9]2[CH2:10]1. Reactants: OC1c2ccccc2CC1Br, Cc1ccccc1, Cc1ccccc1S(=O)(=O)O. Product: BrC1=Cc2ccccc2C1.